describe an organic reaction: reactants, conditions, products, and yield From a dataset of the Open Reaction Database (ORD), a public repository of structured organic reaction records. Starting materials: C1(=CC=CC=C1)C (Toluene), [OH-].[Na+] (NaOH), CC(=O)C1=CC(=C(C=C1)Cl)[N+](=O)[O-] (4-chloro-3-nitroacetophenone), O.O.Cl[Sn]Cl (SnCl2.2H2O). The solvent is Cl (HCl), CCOCC (Ether). Reaction conditions: time 0.5 hour. The product is CC(=O)C1=CC(=C(C=C1)Cl)N (3-Amino-4-chloroacetophenone). Yield: 87.5%. RXN SMILES: [CH3:1][C:2]([C:4]1[CH:9]=[CH:8][C:7]([Cl:10])=[C:6]([N+:11]([O-])=O)[CH:5]=1)=[O:3].O.O.Cl[Sn]Cl.C1(C)C=CC=CC=1.[OH-].[Na+]>Cl.CCOCC>[CH3:1][C:2]([C:4]1[CH:9]=[CH:8][C:7]([Cl:10])=[C:6]([NH2:11])[CH:5]=1)=[O:3] |f:1.2.3,5.6|. Procedure details: A mixture of 39.8 g of 4-chloro-3-nitroacetophenone and 136 g of SnCl2.2H2O in 220 ml of concentrated HCl is stirred at room temperature for 0.5 hours. The reaction mixture warms spontaneously to 70° C. then cools. Toluene (200 ml) is added and the reaction mixture is made alkaline with 30% NaOH. Ether is added and the layers are separated. The aqueous layer is extracted twice more with ether, the organic layers are combined, dried, and evaporated. The solid residue is crystallized from benzene ... Reactants: BrCc1ccccc1, O=C([O-])[O-], CC(=O)c1ccc(O)c2[nH]c(=O)ccc12, CN(C)C=O, [Cl-], [K+], [K+], [Na+]. Yields the product CC(=O)c1ccc(OCc2ccccc2)c2[nH]c(=O)ccc12. As a reaction SMILES: [Br:22][CH2:23][c:24]1[cH:25][cH:26][cH:27][cH:28][cH:29]1.[C:16](=[O:17])([O-:18])[O-:19].[C:1]([CH3:2])(=[O:3])[c:4]1[c:5]2[cH:6][cH:7][c:8](=[O:15])[nH:9][c:10]2[c:11]([OH:14])[cH:12][cH:13]1.[CH3:32][N:33]([CH3:34])[CH:35]=[O:36].[Cl-:31].[K+:20].[K+:21].[Na+:30]>>[C:1]([CH3:2])(=[O:3])[c:4]1[c:5]2[cH:6][cH:7][c:8](=[O:15])[nH:9][c:10]2[c:11]([O:14][CH2:23][c:24]2[cH:25][cH:26][cH:27][cH:28][cH:29]2)[cH:12][cH:13]1.